Dataset: the Open Reaction Database (ORD), a public repository of structured organic reaction records. Task: describe an organic reaction: reactants, conditions, products, and yield Reactants: O[C@@H]([C@@H]([C@@H](CO)O)O)C=1N=C(NC1)C(C)=O (1-[4-((1R,2S,3R)-1,2,3,4-Tetrahydroxy-butyl)-1H-imidazol-2-yl]-ethanone), FC1=CC=C(C(=O)NN)C=C1 (4-fluorobenzoic acid hydrazide). The reagents and catalysts are Cl (hydrochloric acid). Solvent: O (water), C(C)O (ethanol). Run at temperature 55 celsius, time 48 hour. Yields the product FC1=CC=C(C(=O)N/N=C(\C)/C=2NC=C(N2)[C@H]([C@@H]([C@@H](CO)O)O)O)C=C1 ((E)-4-fluoro-N′-(1-(4-((1R,2S,3R)-1,2,3,4-tetrahydroxybutyl)-1H-imidazol-2-yl)ethylidene)benzohydrazide). RXN SMILES: [OH:1][C@H:2]([C:9]1[N:10]=[C:11]([C:14](=O)[CH3:15])[NH:12][CH:13]=1)[C@H:3]([OH:8])[C@H:4]([OH:7])[CH2:5][OH:6].[F:17][C:18]1[CH:27]=[CH:26][C:21]([C:22]([NH:24][NH2:25])=[O:23])=[CH:20][CH:19]=1>C(O)C.O.Cl>[F:17][C:18]1[CH:27]=[CH:26][C:21]([C:22]([NH:24]/[N:25]=[C:14](/[C:11]2[NH:12][CH:13]=[C:9]([C@@H:2]([OH:1])[C@H:3]([OH:8])[C@H:4]([OH:7])[CH2:5][OH:6])[N:10]=2)\[CH3:15])=[O:23])=[CH:20][CH:19]=1. Reported procedure: 1-[4-((1R,2S,3R)-1,2,3,4-Tetrahydroxy-butyl)-1H-imidazol-2-yl]-ethanone (172 mg, 0.74 mmol) was suspended in ethanol (4 ml) and water (1 ml). 4-fluorobenzoic acid hydrazide (131 mg, 0.85 mmol, 1.1 eq.) and hydrochloric acid (one drop, 12 N) were added, and the suspension was stirred at 55° C. for 48 hours. LCMS analysis indicated the formation of the product and the absence of starting material. The reaction mixture was cooled to room temperature, and partially concentrated in vacuo. The resulti... Reactants: solution, CN(C=O)C (dimethylformamide), Cl (hydrochloric acid), FC(OC1=CC=C(C=C1)I)(F)F (4-trifluoromethoxyiodobenzene), C(CCC)[Li] (n-butyl-lithium). Run in CCCCCC (hexane), CCOCC (ether), C(C)OCC (diethyl ether). Run at time 30 minute. Product: FC(OC1=CC=C(C=O)C=C1)(F)F (4-trifluoromethoxy benzaldehyde). RXN SMILES: [F:1][C:2]([F:12])([F:11])[O:3][C:4]1[CH:9]=[CH:8][C:7](I)=[CH:6][CH:5]=1.C([Li])CCC.CN(C)[CH:20]=[O:21].Cl>C(OCC)C.CCCCCC>[F:1][C:2]([F:12])([F:11])[O:3][C:4]1[CH:9]=[CH:8][C:7]([CH:20]=[O:21])=[CH:6][CH:5]=1. Procedure details: A solution of 4-trifluoromethoxyiodobenzene (39.28 g.) in anhydrous diethyl ether (200 ml.) was added dropwise at -70° C. to n-butyl-lithium (96 ml. of a 1.6M solution in hexane) over 25 minutes. The solution was stirred for 30 minutes, and then dimethylformamide (14.83 g.) and anhydrous ether (50 ml.) were added over 15 minutes. After 1 hour, the solution was allowed to warm to -20° and was then hydrolysed by the addition of 3N hydrochloric acid (150 ml.). The organic layer was separated, and t... Starting materials: OC=1C2=C(C(=NC1C(=O)OCC)C#C[Si](C)(C)C)C(=NO2)C2=CC=CC=C2 (Ethyl 7-hydroxy-3-phenyl-4-((trimethylsilyl)ethynyl)isoxazolo[4,5-c]pyridine-6-carboxylate), C[O-].[Na+] (sodium methoxide), NCC(=O)O (glycine). Run in C([O-])(O)=O.[Na+] (sodium bicarbonate). Yields the product C(#C)C1=NC(=C(C2=C1C(=NO2)C2=CC=CC=C2)O)C(=O)NCC(=O)O ([(4-Ethynyl-7-hydroxy-3-phenyl-isoxazolo[4,5-c]pyridine-6-carbonyl)-amino]-acetic acid). The yield is 64.9%. As a reaction SMILES: [OH:1][C:2]1[C:3]2[O:21][N:20]=[C:19]([C:22]3[CH:27]=[CH:26][CH:25]=[CH:24][CH:23]=3)[C:4]=2[C:5]([C:13]#[C:14][Si](C)(C)C)=[N:6][C:7]=1[C:8](OCC)=[O:9].C[O-].[Na+].[NH2:31][CH2:32][C:33]([OH:35])=[O:34]>C(=O)(O)[O-].[Na+]>[C:13]([C:5]1[C:4]2[C:19]([C:22]3[CH:23]=[CH:24][CH:25]=[CH:26][CH:27]=3)=[N:20][O:21][C:3]=2[C:2]([OH:1])=[C:7]([C:8]([NH:31][CH2:32][C:33]([OH:35])=[O:34])=[O:9])[N:6]=1)#[CH:14] |f:1.2,4.5|. Procedure: Ethyl 7-hydroxy-3-phenyl-4-((trimethylsilyl)ethynyl)isoxazolo[4,5-c]pyridine-6-carboxylate (200 mg, 0.53 mmol) was added to sodium methoxide solution (39.5 mL, 19.7 mmol, 0.5 M in MeOH) and the mixture was refluxed for 30 min. After the mixture was cooled to room temperature, glycine (1.98 g, 26.3 mmol) was added, and the mixture was refluxed for 48 h. The mixture was cooled to room temperature and the solvent was removed in vacuo. The residue was dissolved in 100 mL of water and hydrochloric ac... The reactants are C(C)OC(CCCOC1=C(C(=C(C=C1)C(C)=O)OCCCCCOC1=C(C(=C(C=C1Cl)C(C)=O)O)CCC)CCC)=O (4-[4-acetyl-3-[5-(4-acetyl-6-chloro-3-hydroxy-2-propylphenoxy)pentyloxy]-2-propylphenoxy]butanoic acid ethyl ester), [OH-].[Na+] (sodium hydroxide). Solvent: CO (methanol). Product: C(C)(=O)C1=C(C(=C(OCCCC(=O)O)C=C1)CCC)OCCCCCOC1=C(C(=C(C=C1Cl)C(C)=O)O)CCC (4-[4-acetyl-3-[5-(4-acetyl-6-chloro-3-hydroxy-2-propylphenoxy)pentyloxy]-2-propylphenoxy]butanoic acid). Yield: 92.1%. RXN SMILES: C([O:3][C:4](=[O:42])[CH2:5][CH2:6][CH2:7][O:8][C:9]1[CH:14]=[CH:13][C:12]([C:15](=[O:17])[CH3:16])=[C:11]([O:18][CH2:19][CH2:20][CH2:21][CH2:22][CH2:23][O:24][C:25]2[C:30]([Cl:31])=[CH:29][C:28]([C:32](=[O:34])[CH3:33])=[C:27]([OH:35])[C:26]=2[CH2:36][CH2:37][CH3:38])[C:10]=1[CH2:39][CH2:40][CH3:41])C.[OH-].[Na+]>CO>[C:15]([C:12]1[CH:13]=[CH:14][C:9]([O:8][CH2:7][CH2:6][CH2:5][C:4]([OH:42])=[O:3])=[C:10]([CH2:39][CH2:40][CH3:41])[C:11]=1[O:18][CH2:19][CH2:20][CH2:21][CH2:22][CH2:23][O:24][C:25]1[C:30]([Cl:31])=[CH:29][C:28]([C:32](=[O:34])[CH3:33])=[C:27]([OH:35])[C:26]=1[CH2:36][CH2:37][CH3:38])(=[O:17])[CH3:16] |f:1.2|. Procedure: A solution of 0.978 g (0.0016 mole) of 4-[4-acetyl-3-[5-(4-acetyl-6-chloro-3-hydroxy-2-propylphenoxy)pentyloxy]-2-propylphenoxy]butanoic acid ethyl ester in 50 ml of methanol and 8.1 ml (0.0081 mole) of 1.0N sodium hydroxide was stirred at reflux for 2 hours. Most of the solvent was removed in vacuo and the pH of the residue was adjusted to 2.0. The product was extracted with methylene chloride and the dried (magnesium sulfate) extract was concentrated in vacuo to give 0.850 g (91% yield) of 4-[...